Task: describe an organic reaction: reactants, conditions, products, and yield. Dataset: the Open Reaction Database (ORD), a public repository of structured organic reaction records Reactants: O=CCCc1ccc(C(F)(F)F)cc1, CCCc1nc(I)cn1CCN. Yields the product CCCc1nc(I)c2n1CCNC2CCc1ccc(C(F)(F)F)cc1. As a reaction SMILES: [F:13][C:14]([c:15]1[cH:16][cH:17][c:18]([CH2:21][CH2:22][CH:23]=[O:24])[cH:19][cH:20]1)([F:25])[F:26].[I:1][c:2]1[n:3][c:4]([CH2:10][CH2:11][CH3:12])[n:5]([CH2:7][CH2:8][NH2:9])[cH:6]1>>[I:1][c:2]1[n:3][c:4]([CH2:10][CH2:11][CH3:12])[n:5]2[c:6]1[CH:23]([CH2:22][CH2:21][c:18]1[cH:17][cH:16][c:15]([C:14]([F:13])([F:25])[F:26])[cH:20][cH:19]1)[NH:9][CH2:8][CH2:7]2.